From a dataset of the Open Reaction Database (ORD), a public repository of structured organic reaction records. describe an organic reaction: reactants, conditions, products, and yield The reactants are CSC(N)=S, CCON=C(C(=O)NC1C(=O)N(S(=O)(=O)[O-])C1C(=O)OC)c1csc(NC(=O)CCl)n1, [Na+], [Na], O. Yields the product CCON=C(C(=O)NC1C(=O)N(S(=O)(=O)[O-])C1C(=O)OC)c1csc(N)n1, [Na+]. RXN SMILES: [C:33](=[S:34])([S:35][CH3:36])[NH2:37].[Cl:1][CH2:2][C:3](=[O:4])[NH:5][c:6]1[s:7][cH:8][c:9]([C:11]([C:12](=[O:13])[NH:14][CH:15]2[C:16](=[O:27])[N:17]([S:23](=[O:24])(=[O:25])[O-:26])[CH:18]2[C:19](=[O:20])[O:21][CH3:22])=[N:28][O:29][CH2:30][CH3:31])[n:10]1.[Na+:32].[Na:38].[OH2:39]>>[NH2:5][c:6]1[s:7][cH:8][c:9]([C:11]([C:12](=[O:13])[NH:14][CH:15]2[C:16](=[O:27])[N:17]([S:23](=[O:24])(=[O:25])[O-:26])[CH:18]2[C:19](=[O:20])[O:21][CH3:22])=[N:28][O:29][CH2:30][CH3:31])[n:10]1.[Na+:32].